From a dataset of the Open Reaction Database (ORD), a public repository of structured organic reaction records. describe an organic reaction: reactants, conditions, products, and yield The reactants are II (iodine), C(C)(C)(C)[Li] (tert-butyl lithium), CCCCC (pentane), N1=CC(=CC=C1)NC(OC(C)(C)C)=O (tert-butyl pyridin-3-ylcarbamate). The solvent is O1CCCC1 (tetrahydrofuran), O1CCCC1 (tetrahydrofuran). Reaction conditions: temperature -78 celsius, time 15 minute. Yields the product IC1=C(C=NC=C1)NC(OC(C)(C)C)=O (tert-butyl 4-iodopyridin-3-ylcarbamate). As a reaction SMILES: [N:1]1[CH:6]=[CH:5][CH:4]=[C:3]([NH:7][C:8](=[O:14])[O:9][C:10]([CH3:13])([CH3:12])[CH3:11])[CH:2]=1.C([Li])(C)(C)C.CCCCC.[I:25]I>O1CCCC1>[I:25][C:4]1[CH:5]=[CH:6][N:1]=[CH:2][C:3]=1[NH:7][C:8](=[O:14])[O:9][C:10]([CH3:11])([CH3:13])[CH3:12]. Procedure details: A solution of Example 17A (2.16 g, 11.12 mmol) in anhydrous tetrahydrofuran (50 mL) under N2 was cooled to −78° C. and treated dropwise with 1.7 M tert-butyl lithium in pentane (16.35 mL, 27.8 mmol). The mixture was stirred at −78° C. for 15 minutes, warmed to −30° C. and stirred for 2.5 hours. The dark brick-red solution was re-cooled to −78° C. and a solution of iodine (7.06 g, 27.8 mmol) in anhydrous tetrahydrofuran (18.5 mL) was added dropwise over 20 minutes to give a thick reaction mixture... Reactants: Oc1ccc(Br)cn1, CC#N, O=C1CCC(=O)N1I. The product is Oc1ncc(Br)cc1I. RXN SMILES: [Br:1][c:2]1[cH:3][cH:4][c:5]([OH:8])[n:6][cH:7]1.[CH3:17][C:18]#[N:19].[I:9][N:10]1[C:11](=[O:12])[CH2:13][CH2:14][C:15]1=[O:16]>>[Br:1][c:2]1[cH:3][c:4]([I:9])[c:5]([OH:8])[n:6][cH:7]1.